Dataset: the Open Reaction Database (ORD), a public repository of structured organic reaction records. Task: describe an organic reaction: reactants, conditions, products, and yield Reactants: FC(F)(F)c1ccc(CCl)cc1, [H-], Nc1ccc(S)cc1, [Na+], C1CCOC1, O. Product: Nc1ccc(SCc2ccc(C(F)(F)F)cc2)cc1. Reaction SMILES: [F:11][C:12]([c:13]1[cH:14][cH:15][c:16]([CH2:17][Cl:18])[cH:19][cH:20]1)([F:21])[F:22].[H-:1].[NH2:3][c:4]1[cH:5][cH:6][c:7]([SH:10])[cH:8][cH:9]1.[Na+:2].[O:24]1[CH2:25][CH2:26][CH2:27][CH2:28]1.[OH2:23]>>[NH2:3][c:4]1[cH:5][cH:6][c:7]([S:10][CH2:17][c:16]2[cH:15][cH:14][c:13]([C:12]([F:11])([F:21])[F:22])[cH:20][cH:19]2)[cH:8][cH:9]1. Starting materials: C(C)(=O)OC(C)=O (acetic anhydride), C(=O)O (formic acid), FC=1C=C(C(=NC1)N)[N+](=O)[O-] (5-Fluoro-3-nitropyridin-2-amine). Run at temperature 60 celsius, time 1 hour. The product is FC=1C=C(C(=NC1)NC=O)[N+](=O)[O-] (N-(5-fluoro-3-nitropyridin-2-yl)formamide). The yield is 96.0%. RXN SMILES: C(O[C:5](=[O:7])C)(=O)C.C(O)=O.[F:11][C:12]1[CH:13]=[C:14]([N+:19]([O-:21])=[O:20])[C:15]([NH2:18])=[N:16][CH:17]=1>>[F:11][C:12]1[CH:13]=[C:14]([N+:19]([O-:21])=[O:20])[C:15]([NH:18][CH:5]=[O:7])=[N:16][CH:17]=1. Procedure: A mixture of acetic anhydride (49 mL, 0.5 mol) and formic acid (19 mL, 0.5 mol) was heated at 60° C. for 3 h. 5-Fluoro-3-nitropyridin-2-amine was added and the mixture was stirred at 60° C. for 1 h. The mixture was concentrated under reduced pressure and the residue was stirred vigorously in diethyl ether (200 mL) for 30 minutes. The solid was collected by filtration to afford N-(5-fluoro-3-nitropyridin-2-yl)formamide (4.5 g, 96%) as an orange solid which did not require further purification. LC... Reactants: N1(CCCCC1)C1=C(C=CC=C1)C(CC=C)N (1-(2-piperidino-phenyl)-3-buten-1-yl-amine), C(C)OC=1C=C(C=CC1C(=O)OCC)CC(=O)O (3-ethoxy-4-ethoxycarbonyl-phenylacetic acid). Product: C(C)OC1=C(C(=O)OCC)C=CC(=C1)CC(=O)NC(CC=C)C1=C(C=CC=C1)N1CCCCC1 (Ethyl 2-ethoxy-4-[N-(1-(2-piperidino-phenyl)-3-buten-1-yl)-aminocarbonylmethyl]-benzoate). As a reaction SMILES: [N:1]1([C:7]2[CH:12]=[CH:11][CH:10]=[CH:9][C:8]=2[CH:13]([NH2:17])[CH2:14][CH:15]=[CH2:16])[CH2:6][CH2:5][CH2:4][CH2:3][CH2:2]1.[CH2:18]([O:20][C:21]1[CH:22]=[C:23]([CH2:32][C:33](O)=[O:34])[CH:24]=[CH:25][C:26]=1[C:27]([O:29][CH2:30][CH3:31])=[O:28])[CH3:19]>>[CH2:18]([O:20][C:21]1[CH:22]=[C:23]([CH2:32][C:33]([NH:17][CH:13]([C:8]2[CH:9]=[CH:10][CH:11]=[CH:12][C:7]=2[N:1]2[CH2:6][CH2:5][CH2:4][CH2:3][CH2:2]2)[CH2:14][CH:15]=[CH2:16])=[O:34])[CH:24]=[CH:25][C:26]=1[C:27]([O:29][CH2:30][CH3:31])=[O:28])[CH3:19]. Reported procedure: Prepared analogously to Example 47 from 1-(2-piperidino-phenyl)-3-buten-1-yl-amine and 3-ethoxy-4-ethoxycarbonyl-phenylacetic acid. Starting materials: CC(C)(C)OC(=O)NCCSc1cc(Cl)cc2cnccc12, CC(=O)O, CC(C)O, O, OO. Yields the product CC(C)(C)OC(=O)NCCS(=O)(=O)c1cc(Cl)cc2cnccc12. RXN SMILES: [C:1]([CH3:2])([CH3:3])([CH3:4])[O:5][C:6]([NH:7][CH2:8][CH2:9][S:10][c:11]1[c:12]2[cH:13][cH:14][n:15][cH:16][c:17]2[cH:18][c:19]([Cl:21])[cH:20]1)=[O:22].[CH3:24][C:25](=[O:26])[OH:27].[CH:30]([OH:31])([CH3:32])[CH3:33].[OH2:23].[OH:28][OH:29]>>[C:1]([CH3:2])([CH3:3])([CH3:4])[O:5][C:6]([NH:7][CH2:8][CH2:9][S:10]([c:11]1[c:12]2[cH:13][cH:14][n:15][cH:16][c:17]2[cH:18][c:19]([Cl:21])[cH:20]1)(=[O:23])=[O:28])=[O:22]. Starting materials: O=C1NC2=C(CCN1C1CCN(CC1)C(=O)O[C@@H](C(=O)N1CCN(CC1)C1CC(N(CC1)OC(C)(C)C)=C=O)CC1=CC(=C(C(=C1)C)N)C)C=CC=C2 ((R)-1-(4-amino-3,5-dimethyl-benzyl)-2-[4-(1-tert-butoxy-carbonyl-piperidin-4-yl)-piperazin-1-yl]-2-oxo-ethyl 4-(2-oxo-1,2,4,5-tetrahydro-1,3-benzodiazepin-3-yl)-piperidine-1-carboxylate), C(=O)([O-])[O-].[K+].[K+] (K2CO3). The solvent is Cl (HCl). Product: O=C1NC2=C(CCN1C1CCN(CC1)C(=O)O[C@@H](C(N1CCN(CC1)C1CCNCC1)=O)CC1=CC(=C(C(=C1)C)N)C)C=CC=C2 ((R)-1-(4-amino-3,5-dimethyl-benzyl)-2-oxo-2-(4-piperidin-4-yl-piperazin-1-yl)-ethyl 4-(2-oxo-1,2,4,5-tetrahydro-1,3-benzodiazepin-3-yl)-piperidine-1-carboxylate). As a reaction SMILES: [O:1]=[C:2]1[N:8]([CH:9]2[CH2:14][CH2:13][N:12]([C:15]([O:17][C@H:18]([CH2:40][C:41]3[CH:46]=[C:45]([CH3:47])[C:44]([NH2:48])=[C:43]([CH3:49])[CH:42]=3)[C:19]([N:21]3[CH2:26][CH2:25][N:24]([CH:27]4[CH2:32][CH2:31][N:30](OC(C)(C)C)[C:29](=C=O)[CH2:28]4)[CH2:23][CH2:22]3)=[O:20])=[O:16])[CH2:11][CH2:10]2)[CH2:7][CH2:6][C:5]2[CH:50]=[CH:51][CH:52]=[CH:53][C:4]=2[NH:3]1.C([O-])([O-])=O.[K+].[K+]>Cl>[O:1]=[C:2]1[N:8]([CH:9]2[CH2:14][CH2:13][N:12]([C:15]([O:17][C@H:18]([CH2:40][C:41]3[CH:46]=[C:45]([CH3:47])[C:44]([NH2:48])=[C:43]([CH3:49])[CH:42]=3)[C:19](=[O:20])[N:21]3[CH2:22][CH2:23][N:24]([CH:27]4[CH2:32][CH2:31][NH:30][CH2:29][CH2:28]4)[CH2:25][CH2:26]3)=[O:16])[CH2:11][CH2:10]2)[CH2:7][CH2:6][C:5]2[CH:50]=[CH:51][CH:52]=[CH:53][C:4]=2[NH:3]1 |f:1.2.3|. Procedure: A solution of 80 mg (0.11 mmol) of (R)-1-(4-amino-3,5-dimethyl-benzyl)-2-[4-(1-tert-butoxy-carbonyl-piperidin-4-yl)-piperazin-1-yl]-2-oxo-ethyl 4-(2-oxo-1,2,4,5-tetrahydro-1,3-benzodiazepin-3-yl)-piperidine-1-carboxylate (Example 91) in 2 mL of 4 M HCl was stirred overnight at RT. The reaction mixture was made alkaline with solid K2CO3, exhaustively extracted with DCM and the combined organic phases were evaporated down i.vac. Further purification was carried out by HPLC. The fractions containin... The reactants are C(C)N1CCN(CC1)CC1=CC=C(C=C1)NC(=O)N1CCC2=CC(=CC=C12)OC1=NC=NC(=C1)N=[N+]=[N-] (5-(6-azido-pyrimidin-4-yloxy)-2,3-dihydro-indole-1-carboxylic acid [4-(4-ethyl-piperazin-1-ylmethyl)-phenyl]-amide), C(Cl)Cl.CO (CH2Cl2 MeOH). Reagents/catalysts: [Pd] (Pd/C). The solvent is C1CCOC1 (THF). The product is C(C)N1CCN(CC1)CC1=CC=C(C=C1)NC(=O)N1CCC2=CC(=CC=C12)OC1=NC=NC(=C1)N (5-(6-Amino-pyrimidin-4-yloxy)-2,3-dihydro-indole-1-carboxylic acid [4-(4-ethyl-piperazin-1-ylmethyl)-phenyl]-amide). As a reaction SMILES: [CH2:1]([N:3]1[CH2:8][CH2:7][N:6]([CH2:9][C:10]2[CH:15]=[CH:14][C:13]([NH:16][C:17]([N:19]3[C:27]4[C:22](=[CH:23][C:24]([O:28][C:29]5[CH:34]=[C:33]([N:35]=[N+]=[N-])[N:32]=[CH:31][N:30]=5)=[CH:25][CH:26]=4)[CH2:21][CH2:20]3)=[O:18])=[CH:12][CH:11]=2)[CH2:5][CH2:4]1)[CH3:2].C(Cl)Cl.CO>C1COCC1.[Pd]>[CH2:1]([N:3]1[CH2:4][CH2:5][N:6]([CH2:9][C:10]2[CH:15]=[CH:14][C:13]([NH:16][C:17]([N:19]3[C:27]4[C:22](=[CH:23][C:24]([O:28][C:29]5[CH:34]=[C:33]([NH2:35])[N:32]=[CH:31][N:30]=5)=[CH:25][CH:26]=4)[CH2:21][CH2:20]3)=[O:18])=[CH:12][CH:11]=2)[CH2:7][CH2:8]1)[CH3:2] |f:1.2|. Procedure: Hydrogenation of 0.38 mMol 5-(6-azido-pyrimidin-4-yloxy)-2,3-dihydro-indole-1-carboxylic acid [4-(4-ethyl-piperazin-1-ylmethyl)-phenyl]-amide in 10 ml THF in the presence of 70 mg Pd/C 10%, filtration, concentration of the filtrate, chromatography (Combi Flash; CH2Cl2/MeOH/NH3conc. 98:2:0→90:10:1) and crystallization from DIPE gives the title compound: MS: [M+1]+=474; TLC(EtOAc/EtOH/NH3conc. 80:20:1): Rf=0.09; Anal.: C,H,N. Starting materials: N#CCc1c[nH]c2ncccc12, CC(=O)O, O=S(=O)(Cl)Cl. Product: N#CCc1c(Cl)[nH]c2ncccc12. As a reaction SMILES: [C:1](#[N:2])[CH2:3][c:4]1[cH:5][nH:6][c:7]2[n:8][cH:9][cH:10][cH:11][c:12]12.[CH3:18][C:19](=[O:20])[OH:21].[S:13]([Cl:14])(=[O:15])([Cl:16])=[O:17]>>[C:1](#[N:2])[CH2:3][c:4]1[c:5]([Cl:16])[nH:6][c:7]2[n:8][cH:9][cH:10][cH:11][c:12]12. Starting materials: O=C1CCC(=O)N1Br, C1CCOC1, O, CC1(O)CCC2C3CCC4=CC(=O)CCC4=C3C(c3ccc(C=O)cc3)CC21C. The product is CC1(O)CCC2C3CCC4=C(Br)C(=O)CCC4=C3C(c3ccc(C=O)cc3)CC21C. RXN SMILES: [Br:30][N:31]1[C:32](=[O:33])[CH2:34][CH2:35][C:36]1=[O:37].[O:39]1[CH2:40][CH2:41][CH2:42][CH2:43]1.[OH2:38].[OH:1][C:2]1([CH3:29])[C:3]2([CH3:4])[CH:5]([CH2:6][CH2:7]1)[CH:8]1[CH2:9][CH2:10][C:11]3=[CH:12][C:13](=[O:28])[CH2:14][CH2:15][C:16]3=[C:17]1[CH:18]([c:20]1[cH:21][cH:22][c:23]([CH:24]=[O:25])[cH:26][cH:27]1)[CH2:19]2>>[OH:1][C:2]1([CH3:29])[C:3]2([CH3:4])[CH:5]([CH2:6][CH2:7]1)[CH:8]1[CH2:9][CH2:10][C:11]3=[C:12]([Br:30])[C:13](=[O:28])[CH2:14][CH2:15][C:16]3=[C:17]1[CH:18]([c:20]1[cH:21][cH:22][c:23]([CH:24]=[O:25])[cH:26][cH:27]1)[CH2:19]2.